This data is from the Open Reaction Database (ORD), a public repository of structured organic reaction records. The task is: describe an organic reaction: reactants, conditions, products, and yield Starting materials: BrC=1C(C2=CC(=CC=C2C1C1=C(C=C(C=C1)F)F)OCCCN1CCN(CC1)S(=O)(=O)C)=O (2-Bromo-3-(2,4-difluorophenyl)-6-[3-(4-(methylsulfonyl)piperazin-1-yl)propoxy]-1H-inden-1-one), O1CCN(CC1)CCOC1=CC=C2C(=C(C(C2=C1)=O)Br)C1=CC=CC=C1 (6-(2-morpholino ethoxy)-2-bromo-3-phenyl-1H-inden-1-one), COC1=CC=C(C=N1)B(O)O (6-methoxy-3-pyridinylboronic acid). The product is FC1=C(C=CC(=C1)F)C1=C(C(C2=CC(=CC=C12)OCCCN1CCN(CC1)S(=O)(=O)C)=O)C=1C=NC(=CC1)OC (3-(2,4-difluorophenyl)-6-{3-[4-(methylsulfonyl)piperazin-1-yl]propoxy}-2-(6-methoxypyridin-3-yl)-1H-inden-1-one). Yield: 77.0%. As a reaction SMILES: Br[C:2]1[C:3](=[O:33])[C:4]2[C:9]([C:10]=1[C:11]1[CH:16]=[CH:15][C:14]([F:17])=[CH:13][C:12]=1[F:18])=[CH:8][CH:7]=[C:6]([O:19][CH2:20][CH2:21][CH2:22][N:23]1[CH2:28][CH2:27][N:26]([S:29]([CH3:32])(=[O:31])=[O:30])[CH2:25][CH2:24]1)[CH:5]=2.O1CCN(CCOC2C=C3C(C(C4C=CC=CC=4)=C(Br)C3=O)=CC=2)CC1.[CH3:60][O:61][C:62]1[N:67]=[CH:66][C:65](B(O)O)=[CH:64][CH:63]=1>>[F:18][C:12]1[CH:13]=[C:14]([F:17])[CH:15]=[CH:16][C:11]=1[C:10]1[C:9]2[C:4](=[CH:5][C:6]([O:19][CH2:20][CH2:21][CH2:22][N:23]3[CH2:28][CH2:27][N:26]([S:29]([CH3:32])(=[O:31])=[O:30])[CH2:25][CH2:24]3)=[CH:7][CH:8]=2)[C:3](=[O:33])[C:2]=1[C:65]1[CH:66]=[N:67][C:62]([O:61][CH3:60])=[CH:63][CH:64]=1. Procedure details: The procedure of Step 7 of Example 1 was repeated except for using 2-bromo-3-(2,4-difluorophenyl)-6-[3-(4-(methylsulfonyl)piperazin-1-yl)propoxy]-1H-inden-1-one obtained in Step 1 of Example 108 as a starting material instead of 6-(2-morpholino ethoxy)-2-bromo-3-phenyl-1H-inden-1-one and 6-methoxy-3-pyridinylboronic acid instead of 3-pyridinylboronic acid to obtain the title compound (77%). Reactants: O=C([O-])[O-], Cc1nc2ncc(B3OC(C)(C)C(C)(C)O3)cn2c1C, Cc1ccccc1, CCO, CC(O)CNc1nccc(-c2cn(C(C)C)nc2I)n1, [Na+], [Na+], c1ccc(P(c2ccccc2)(c2ccccc2)[Pd](P(c2ccccc2)(c2ccccc2)c2ccccc2)(P(c2ccccc2)(c2ccccc2)c2ccccc2)P(c2ccccc2)(c2ccccc2)c2ccccc2)cc1. Product: Cc1nc2ncc(-c3nn(C(C)C)cc3-c3ccnc(NCC(C)O)n3)cn2c1C. As a reaction SMILES: [C:41](=[O:42])([O-:43])[O-:44].[CH3:21][c:22]1[n:23][c:24]2[n:25]([cH:26][c:27]([B:30]3[O:31][C:32]([CH3:33])([CH3:34])[C:35]([CH3:36])([CH3:37])[O:38]3)[cH:28][n:29]2)[c:39]1[CH3:40].[CH3:47][c:48]1[cH:49][cH:50][cH:51][cH:52][cH:53]1.[CH3:54][CH2:55][OH:56].[I:1][c:2]1[n:3][n:4]([CH:18]([CH3:19])[CH3:20])[cH:5][c:6]1-[c:7]1[n:8][c:9]([NH:13][CH2:14][CH:15]([CH3:16])[OH:17])[n:10][cH:11][cH:12]1.[Na+:45].[Na+:46].[cH:57]1[cH:58][cH:59][c:60]([P:61]([Pd:62]([P:63]([c:64]2[cH:65][cH:66][cH:67][cH:68][cH:69]2)([c:70]2[cH:71][cH:72][cH:73][cH:74][cH:75]2)[c:76]2[cH:77][cH:78][cH:79][cH:80][cH:81]2)([P:82]([c:83]2[cH:84][cH:85][cH:86][cH:87][cH:88]2)([c:89]2[cH:90][cH:91][cH:92][cH:93][cH:94]2)[c:95]2[cH:96][cH:97][cH:98][cH:99][cH:100]2)[P:101]([c:102]2[cH:103][cH:104][cH:105][cH:106][cH:107]2)([c:108]2[cH:109][cH:110][cH:111][cH:112][cH:113]2)[c:114]2[cH:115][cH:116][cH:117][cH:118][cH:119]2)([c:120]2[cH:121][cH:122][cH:123][cH:124][cH:125]2)[c:126]2[cH:127][cH:128][cH:129][cH:130][cH:131]2)[cH:132][cH:133]1>>[c:2]1(-[c:27]2[cH:26][n:25]3[c:24]([n:23][c:22]([CH3:21])[c:39]3[CH3:40])[n:29][cH:28]2)[n:3][n:4]([CH:18]([CH3:19])[CH3:20])[cH:5][c:6]1-[c:7]1[n:8][c:9]([NH:13][CH2:14][CH:15]([CH3:16])[OH:17])[n:10][cH:11][cH:12]1.